Task: describe an organic reaction: reactants, conditions, products, and yield. Dataset: the Open Reaction Database (ORD), a public repository of structured organic reaction records Reactants: [OH-].[K+] (potassium hydroxide), C(C)(C)N(C(C=C(C1=CC=CC=C1)C1=C(C=CC=C1)N=NC1=CC(=C(C(=C1)C)OS(=O)(=O)C1=CC=C(C)C=C1)C)=O)C(C)C (N,N-diisopropyl-3-[2-(3,5-dimethyl-4-tosyloxyphenylazo)phenyl]-3-phenylpropenamide), Cl (hydrochloric acid). Solvent: C(C)O (ethanol). The product is C(C)(C)N(C(C=C(C1=CC=CC=C1)C1=C(C=CC=C1)N=NC1=CC(=C(C(=C1)C)O)C)=O)C(C)C (N,N-Diisopropyl-3-[2-(3,5-dimethyl-4-hydroxyphenylazo)phenyl]-3-phenylpropenamide). As a reaction SMILES: [OH-].[K+].[CH:3]([N:6]([CH:44]([CH3:46])[CH3:45])[C:7](=[O:43])[CH:8]=[C:9]([C:16]1[CH:21]=[CH:20][CH:19]=[CH:18][C:17]=1[N:22]=[N:23][C:24]1[CH:29]=[C:28]([CH3:30])[C:27]([O:31]S(C2C=CC(C)=CC=2)(=O)=O)=[C:26]([CH3:42])[CH:25]=1)[C:10]1[CH:15]=[CH:14][CH:13]=[CH:12][CH:11]=1)([CH3:5])[CH3:4].Cl>C(O)C>[CH:44]([N:6]([CH:3]([CH3:5])[CH3:4])[C:7](=[O:43])[CH:8]=[C:9]([C:16]1[CH:21]=[CH:20][CH:19]=[CH:18][C:17]=1[N:22]=[N:23][C:24]1[CH:25]=[C:26]([CH3:42])[C:27]([OH:31])=[C:28]([CH3:30])[CH:29]=1)[C:10]1[CH:15]=[CH:14][CH:13]=[CH:12][CH:11]=1)([CH3:46])[CH3:45] |f:0.1|. Reported procedure: A solution of potassium hydroxide (10.3 mL, 6 M) and N,N-diisopropyl-3-[2-(3,5-dimethyl-4-tosyloxyphenylazo)phenyl]-3-phenylpropenamide (3.5 g, 5.74 mmol) in ethanol (110 mL) was refluxed for 1 h. The mixture was acidified with hydrochloric acid (conc.) and the solvent evaporated. The residue was partioned between toluene and water. The organic layer was dried (MgSO4) and the solvent evaporated. The crude residue was chromatographed on silica (toluene-ethyl acetate 9:2). Yield 1.3 g (50%). 1H NN... The reactants are CC(C)(C)OC(=O)NCc1ccccc1-c1ccc(CO)cc1, CC(CNC(C)(C)CC(=O)NC1CCc2ccccc2NC1=O)OCc1ccccc1. Yields the product CC(CNC(C)(C)CC(=O)NC1CCc2ccccc2N(Cc2ccc(-c3ccccc3CNC(=O)OC(C)(C)C)cc2)C1=O)OCc1ccccc1. RXN SMILES: [C:32]([CH3:33])([CH3:34])([CH3:35])[O:36][C:37](=[O:38])[NH:39][CH2:40][c:41]1[c:42](-[c:47]2[cH:48][cH:49][c:50]([CH2:53][OH:54])[cH:51][cH:52]2)[cH:43][cH:44][cH:45][cH:46]1.[CH2:1]([c:2]1[cH:3][cH:4][cH:5][cH:6][cH:7]1)[O:8][CH:9]([CH2:10][NH:11][C:12]([CH2:13][C:14](=[O:15])[NH:16][CH:17]1[C:18](=[O:28])[NH:19][c:20]2[c:21]([cH:24][cH:25][cH:26][cH:27]2)[CH2:22][CH2:23]1)([CH3:29])[CH3:30])[CH3:31]>>[CH2:1]([c:2]1[cH:3][cH:4][cH:5][cH:6][cH:7]1)[O:8][CH:9]([CH2:10][NH:11][C:12]([CH2:13][C:14](=[O:15])[NH:16][CH:17]1[C:18](=[O:28])[N:19]([CH2:53][c:50]2[cH:49][cH:48][c:47](-[c:42]3[c:41]([CH2:40][NH:39][C:37]([O:36][C:32]([CH3:33])([CH3:34])[CH3:35])=[O:38])[cH:46][cH:45][cH:44][cH:43]3)[cH:52][cH:51]2)[c:20]2[c:21]([cH:24][cH:25][cH:26][cH:27]2)[CH2:22][CH2:23]1)([CH3:29])[CH3:30])[CH3:31]. Starting materials: Clc1cc(Br)cc2c1NCC2, CCC(C1CC1)n1cc(Cl)nc(Cl)c1=O. Yields the product CCC(C1CC1)n1cc(Cl)nc(N2CCc3cc(Br)cc(Cl)c32)c1=O. As a reaction SMILES: [Br:16][c:17]1[cH:18][c:19]2[c:23]([c:24]([Cl:26])[cH:25]1)[NH:22][CH2:21][CH2:20]2.[CH:1]1([CH:4]([CH2:5][CH3:6])[n:7]2[c:8](=[O:15])[c:9]([Cl:14])[n:10][c:11]([Cl:13])[cH:12]2)[CH2:2][CH2:3]1>>[CH:1]1([CH:4]([CH2:5][CH3:6])[n:7]2[c:8](=[O:15])[c:9]([N:22]3[CH2:21][CH2:20][c:19]4[cH:18][c:17]([Br:16])[cH:25][c:24]([Cl:26])[c:23]43)[n:10][c:11]([Cl:13])[cH:12]2)[CH2:2][CH2:3]1. The reactants are CC1=C(N=C(O1)C1=CC=CC=C1)COC1=CC=C(OCC2=C(N=C(O2)C2=CC=CC=C2)CO)C=C1 ([5-({4-[(5-methyl-2-phenyl-1,3-oxazol-4-yl)methoxy]phenoxy}methyl)-2-phenyl-1,3-oxazol-4-yl]methanol). The reagents and catalysts are [O-2].[O-2].[Mn+4] (manganese dioxide). The solvent is O1CCCC1 (tetrahydrofuran). Run at time 15 hour. Yields the product CC1=C(N=C(O1)C1=CC=CC=C1)COC1=CC=C(OCC2=C(N=C(O2)C2=CC=CC=C2)C=O)C=C1 (5-({4-[(5-methyl-2-phenyl-1,3-oxazol-4-yl)methoxy]phenoxy}methyl)-2-phenyl-1,3-oxazole-4-carbaldehyde). The yield is 89.1%. RXN SMILES: [CH3:1][C:2]1[O:6][C:5]([C:7]2[CH:12]=[CH:11][CH:10]=[CH:9][CH:8]=2)=[N:4][C:3]=1[CH2:13][O:14][C:15]1[CH:35]=[CH:34][C:18]([O:19][CH2:20][C:21]2[O:25][C:24]([C:26]3[CH:31]=[CH:30][CH:29]=[CH:28][CH:27]=3)=[N:23][C:22]=2[CH2:32][OH:33])=[CH:17][CH:16]=1>[O-2].[O-2].[Mn+4].O1CCCC1>[CH3:1][C:2]1[O:6][C:5]([C:7]2[CH:8]=[CH:9][CH:10]=[CH:11][CH:12]=2)=[N:4][C:3]=1[CH2:13][O:14][C:15]1[CH:35]=[CH:34][C:18]([O:19][CH2:20][C:21]2[O:25][C:24]([C:26]3[CH:27]=[CH:28][CH:29]=[CH:30][CH:31]=3)=[N:23][C:22]=2[CH:32]=[O:33])=[CH:17][CH:16]=1 |f:1.2.3|. Procedure details: A mixture of [5-({4-[(5-methyl-2-phenyl-1,3-oxazol-4-yl)methoxy]phenoxy}methyl)-2-phenyl-1,3-oxazol-4-yl]methanol (3.10 g), activated manganese dioxide (10.0 g) and tetrahydrofuran (300 mL) was stirred at room temperature for 15 hrs. Manganese dioxide was removed by filtration, and the filtrate was concentrated. The obtained crystals were collected by filtration and washed with hexane to give 5-({4-[(5-methyl-2-phenyl-1,3-oxazol-4-yl)methoxy]phenoxy}methyl)-2-phenyl-1,3-oxazole-4-carbaldehyde (2... Reactants: O, O=[N+]([O-])c1cnc(O)c(Cl)c1, O=P(Cl)(Cl)Cl, c1ccc2ncccc2c1. Product: O=[N+]([O-])c1cnc(Cl)c(Cl)c1. As a reaction SMILES: [OH2:27].[OH:16][c:17]1[n:18][cH:19][c:20]([N+:24](=[O:25])[O-:26])[cH:21][c:22]1[Cl:23].[P:11]([Cl:12])([Cl:13])([Cl:14])=[O:15].[cH:1]1[cH:2][c:3]2[c:4]([n:5][cH:6][cH:7][cH:8]2)[cH:9][cH:10]1>>[Cl:13][c:17]1[n:18][cH:19][c:20]([N+:24](=[O:25])[O-:26])[cH:21][c:22]1[Cl:23]. Starting materials: Cc1c(N2CCN(Cc3ccccc3)CC2)c(F)cc2c(=O)c(C(=O)O)cn(C3CC3)c12, CC(=O)O. The product is Cc1c(N2CCNCC2)c(F)cc2c(=O)c(C(=O)O)cn(C3CC3)c12. RXN SMILES: [CH2:1]([c:2]1[cH:3][cH:4][cH:5][cH:6][cH:7]1)[N:8]1[CH2:9][CH2:10][N:11]([c:14]2[c:15]([F:32])[cH:16][c:17]3[c:18](=[O:31])[c:19]([C:28](=[O:29])[OH:30])[cH:20][n:21]([CH:25]4[CH2:26][CH2:27]4)[c:22]3[c:23]2[CH3:24])[CH2:12][CH2:13]1.[CH3:33][C:34](=[O:35])[OH:36]>>[NH:8]1[CH2:9][CH2:10][N:11]([c:14]2[c:15]([F:32])[cH:16][c:17]3[c:18](=[O:31])[c:19]([C:28](=[O:29])[OH:30])[cH:20][n:21]([CH:25]4[CH2:26][CH2:27]4)[c:22]3[c:23]2[CH3:24])[CH2:12][CH2:13]1. Starting materials: 73.g, [C-]#N.[Na+] (sodium cyanide), 290, BrCCC=C(C1=CC=CC=C1)C1=CC=CC=C1 (4-bromo-1,1-diphenyl-1-butene), O (water). Run in CN(P(=O)(N(C)C)N(C)C)C (hexamethylphosphoramide), CN(P(=O)(N(C)C)N(C)C)C (hexamethylphosphoramide). Conditions: time 8 hour. Product: 190, C1(=CC=CC=C1)C(=CCCC#N)C1=CC=CC=C1 (5,5-diphenyl-4-pentenenitrile). Isolated yield 80.0%. As a reaction SMILES: [C-:1]#[N:2].[Na+].Br[CH2:5][CH2:6][CH:7]=[C:8]([C:15]1[CH:20]=[CH:19][CH:18]=[CH:17][CH:16]=1)[C:9]1[CH:14]=[CH:13][CH:12]=[CH:11][CH:10]=1.O>CN(C)P(N(C)C)(N(C)C)=O>[C:9]1([C:8]([C:15]2[CH:20]=[CH:19][CH:18]=[CH:17][CH:16]=2)=[CH:7][CH2:6][CH2:5][C:1]#[N:2])[CH:14]=[CH:13][CH:12]=[CH:11][CH:10]=1 |f:0.1|. Reported procedure: To a stirred solution of 73.g (1.5 mol) of sodium cyanide in 1 liter of hexamethylphosphoramide at ambient temperature was added over a 1 hour period a solution of 290. g (1 mol) of 4-bromo-1,1-diphenyl-1-butene in 0.5 liters of hexamethylphosphoramide. The mixture was stirred overnight, poured into 2 liters of water and extracted with 3×1 liters of ether. The ether extracts were combined, washed with 3×0.5 liters of Water, 0.5 liters of brine, and dried over sodium sulfate. The resulting crude ...